This data is from the Open Reaction Database (ORD), a public repository of structured organic reaction records. The task is: describe an organic reaction: reactants, conditions, products, and yield Starting materials: C(CCC)[C@H]([C@@H](C(=O)OC)O)C(=O)N1[C@@H](CCC1)C(=O)OC(C)(C)C (methyl 3-(R)-n-butyl-3-[2-(S)-tert-butoxycarbonylpyrrolidin-1-ylcarbonyl)-2-(S)-hydroxypropionate), N1=CC=CC=C1 (pyridine), S(=O)(=O)(C(F)(F)F)OS(=O)(=O)C(F)(F)F (triflic anhydride). Solvent: C(Cl)Cl (DCM). Run at temperature -20 celsius, time 1 hour. Yields the product C(CCC)[C@H]([C@H](C(=O)OC)F)C(=O)N1[C@@H](CCC1)C(=O)OC(C)(C)C (methyl 3-(S)-n-butyl-3-[2-(S)-tert-butoxycarbonylpyrrolidin-1-yl-carbonyl)-2-(R)-fluoropropionate). Isolated yield 45.0%. As a reaction SMILES: [CH2:1]([C@@H:5]([C:12]([N:14]1[CH2:18][CH2:17][CH2:16][C@H:15]1[C:19]([O:21][C:22]([CH3:25])([CH3:24])[CH3:23])=[O:20])=[O:13])[C@H:6](O)[C:7]([O:9][CH3:10])=[O:8])[CH2:2][CH2:3][CH3:4].N1C=CC=CC=1.S(OS(C(F)(F)F)(=O)=O)(C(F)(F)[F:36])(=O)=O>C(Cl)Cl>[CH2:1]([C@@H:5]([C:12]([N:14]1[CH2:18][CH2:17][CH2:16][C@H:15]1[C:19]([O:21][C:22]([CH3:25])([CH3:24])[CH3:23])=[O:20])=[O:13])[C@@H:6]([F:36])[C:7]([O:9][CH3:10])=[O:8])[CH2:2][CH2:3][CH3:4]. Procedure details: To methyl 3-(R)-n-butyl-3-[2-(S)-tert-butoxycarbonylpyrrolidin-1-ylcarbonyl)-2-(S)-hydroxypropionate G-3 (5 mmol) in DCM (5 mL) was added pyridine (15 mmol), the reaction was cooled to −20° C., then triflic anhydride was added (7.5 mmol). The solution was stirred for 1 hour, then washed with aqueous citric acid, sodium bicarbonate and brine, then dried (Na2SO4) and concentrated. The intermediate triflate was then resuspended in DCM and cooled to −50° C. Tris(dimethylamino)sulfur (trimethylsilyl)... Reactants: C1(=CC=CC=C1)O (phenol), C1(=CC=CC=C1)OCC=C (allyl phenyl ether), [OH-].[Na+] (sodium hydroxide), C(C=C)Cl (Allyl chloride). The solvent is C(C)(C)O (isopropanol), O (water). Reaction conditions: temperature 100 celsius, time 5 hour. Yields the product C(C=C)C1=C(C=CC=C1)O (2-allyl phenol). Yield: 90.6%. Reaction SMILES: [C:1]1([OH:7])[CH:6]=[CH:5][CH:4]=[CH:3][CH:2]=1.[OH-].[Na+].[CH2:10](Cl)[CH:11]=[CH2:12].C1(OCC=C)C=CC=CC=1>C(O)(C)C.O>[CH2:12]([C:2]1[CH:3]=[CH:4][CH:5]=[CH:6][C:1]=1[OH:7])[CH:11]=[CH2:10] |f:1.2|. Procedure details: To a reaction bottle was added 8.0 moles of phenol (753 grams) dissolved in 1,200ml of isopropanol. To this was added 8.0 moles of sodium hydroxide (320 grams) dissolved in 300ml of water. The bottle was rinsed three times by adding each time 200ml of isopropanol with reaction of the sodium hydroxide and phenol occurring immediately. Allyl chloride, in an amount of 9.6 moles, was charged. The mixture was then agitated and heated. A slight nitrogen pressure of approximately 70 kPa (10 psig) was p...